From a dataset of the Open Reaction Database (ORD), a public repository of structured organic reaction records. describe an organic reaction: reactants, conditions, products, and yield The reactants are BrC=1C=C(C(N(C1)C)=O)NC1=CC=CC(=N1)OCCN(C(C=C)=O)C (N-(2-(6-(5-bromo-1-methyl-2-oxo-1,2-dihydropyridin-3-ylamino)pyridin-2-yloxy)ethyl)-N-methylacrylamide), C(C)(=O)OCC1=C(C=C(C=C1B1OC(C(O1)(C)C)(C)C)F)N1N=CC=2C=3CCCCC3SC2C1=O ((4-fluoro-2-{6-oxo-8-thia-4,5-diazatricyclo[7.4.0.02,7]trideca-1(9),2(7),3-triene-5-yl}-6-(tetra-methyl-1,3,2-dioxaborolan-2-yl)phenyl)methyl acetate), [O-]P(=O)([O-])[O-].[K+].[K+].[K+] (K3PO4). The reagents and catalysts are C1=CC=C(C=C1)P([C-]2C=CC=C2)C3=CC=CC=C3.C1=CC=C(C=C1)P([C-]2C=CC=C2)C3=CC=CC=C3.Cl[Pd]Cl.[Fe+2] (Pd(dppf)Cl2). The solvent is C(C)#N (acetonitrile), O (water). Conditions: temperature 90 celsius, time 6 hour. Product: FC=1C=C(C(=C(C1)C=1C=C(C(N(C1)C)=O)NC1=CC=CC(=N1)OCCN(C(C=C)=O)C)COC(C)=O)N1N=CC2=C(C1=O)SC1=C2CCCC1 (N-[2-[[6-[[5-[5-fluoro-2-(acetoxymethyl)-3-(4-oxo-6,7,8,9-tetrahydrobenzothiopheno[2,3-d]pyridazin-3-yl)phenyl]-1-methyl-2-oxo-3-pyridyl]amino]-2-pyridyl]oxy]ethyl]-N-methyl-prop-2-enamide). The yield is 57.2%. RXN SMILES: Br[C:2]1[CH:3]=[C:4]([NH:10][C:11]2[N:16]=[C:15]([O:17][CH2:18][CH2:19][N:20]([CH3:25])[C:21](=[O:24])[CH:22]=[CH2:23])[CH:14]=[CH:13][CH:12]=2)[C:5](=[O:9])[N:6]([CH3:8])[CH:7]=1.[C:26]([O:29][CH2:30][C:31]1[C:36](B2OC(C)(C)C(C)(C)O2)=[CH:35][C:34]([F:46])=[CH:33][C:32]=1[N:47]1[C:59](=[O:60])[C:58]2[S:57][C:56]3[CH2:55][CH2:54][CH2:53][CH2:52][C:51]=3[C:50]=2[CH:49]=[N:48]1)(=[O:28])[CH3:27].[O-]P([O-])([O-])=O.[K+].[K+].[K+]>C(#N)C.O.C1C=CC(P(C2C=CC=CC=2)[C-]2C=CC=C2)=CC=1.C1C=CC(P(C2C=CC=CC=2)[C-]2C=CC=C2)=CC=1.Cl[Pd]Cl.[Fe+2]>[F:46][C:34]1[CH:33]=[C:32]([N:47]2[C:59](=[O:60])[C:58]3[S:57][C:56]4[CH2:55][CH2:54][CH2:53][CH2:52][C:51]=4[C:50]=3[CH:49]=[N:48]2)[C:31]([CH2:30][O:29][C:26](=[O:28])[CH3:27])=[C:36]([C:2]2[CH:3]=[C:4]([NH:10][C:11]3[N:16]=[C:15]([O:17][CH2:18][CH2:19][N:20]([CH3:25])[C:21](=[O:24])[CH:22]=[CH2:23])[CH:14]=[CH:13][CH:12]=3)[C:5](=[O:9])[N:6]([CH3:8])[CH:7]=2)[CH:35]=1 |f:2.3.4.5,8.9.10.11|. Reported procedure: A mixture of N-(2-(6-(5-bromo-1-methyl-2-oxo-1,2-dihydropyridin-3-ylamino)pyridin-2-yloxy)ethyl)-N-methylacrylamide 112e (100 mg, 0.25 mmol), (4-fluoro-2-{6-oxo-8-thia-4,5-diazatricyclo[7.4.0.02,7]trideca-1(9),2(7),3-triene-5-yl}-6-(tetra-methyl-1,3,2-dioxaborolan-2-yl)phenyl)methyl acetate 108c (187 mg, 0.375 mmol), Pd(dppf)Cl2 (19 mg, 0.025 mmol) and K3PO4 (133 mg, 0.625 mmol) in acetonitrile (5 mL) and water (0.5 mL) was stirred at 90° C. for 6 h under N2. The mixture was filtered and the fil... Product: CCc1ccccc1Nc1c(C(N)=O)cnc2cc(OC)c(OCCCN(C)C)cc12. RXN SMILES: [CH2:39]([CH3:40])[c:41]1[c:42]([NH:43][c:44]2[c:45]([C:57](=[O:58])[NH2:59])[cH:46][n:47][c:48]3[cH:49][c:50]([O:55][CH3:56])[c:51]([OH:54])[cH:52][c:53]23)[cH:60][cH:61][cH:62][cH:63]1.[CH2:67]1[O:68][CH2:69][CH2:70][CH2:71]1.[CH3:20][N:21]([CH2:22][CH2:23][CH2:24][OH:25])[CH3:26].[Cl:64][CH2:65][Cl:66].[O:27]=[C:28]([O:29][CH2:30][CH3:31])[N:32]=[N:33][C:34]([O:35][CH2:36][CH3:37])=[O:38].[c:1]1([P:2]([c:3]2[cH:4][cH:5][cH:6][cH:7][cH:8]2)[c:9]2[cH:10][cH:11][cH:12][cH:13][cH:14]2)[cH:15][cH:16][cH:17][cH:18][cH:19]1>>[CH3:20][N:21]([CH2:22][CH2:23][CH2:24][O:25][c:51]1[c:50]([O:55][CH3:56])[cH:49][c:48]2[n:47][cH:46][c:45]([C:57](=[O:58])[NH2:59])[c:44]([NH:43][c:42]3[c:41]([CH2:39][CH3:40])[cH:63][cH:62][cH:61][cH:60]3)[c:53]2[cH:52]1)[CH3:26]. Starting materials: CCc1ccccc1Nc1c(C(N)=O)cnc2cc(OC)c(O)cc12, C1CCOC1, CN(C)CCCO, ClCCl, CCOC(=O)N=NC(=O)OCC, c1ccc(P(c2ccccc2)c2ccccc2)cc1.